From a dataset of the Open Reaction Database (ORD), a public repository of structured organic reaction records. describe an organic reaction: reactants, conditions, products, and yield The reactants are N#CCC(=O)O, C(=NC1CCCCC1)=NC1CCCCC1, ClCCl, Oc1c(Cl)c(Cl)c(Cl)c(Cl)c1Cl. The product is N#CCC(=O)Oc1c(Cl)c(Cl)c(Cl)c(Cl)c1Cl. RXN SMILES: [C:1](#[N:2])[CH2:3][C:4](=[O:5])[OH:6].[CH:7]1([N:8]=[C:9]=[N:10][CH:11]2[CH2:12][CH2:13][CH2:14][CH2:15][CH2:16]2)[CH2:17][CH2:18][CH2:19][CH2:20][CH2:21]1.[Cl:34][CH2:35][Cl:36].[OH:22][c:23]1[c:24]([Cl:25])[c:26]([Cl:27])[c:28]([Cl:29])[c:30]([Cl:31])[c:32]1[Cl:33]>>[C:1](#[N:2])[CH2:3][C:4]([O:5][c:23]1[c:24]([Cl:25])[c:26]([Cl:27])[c:28]([Cl:29])[c:30]([Cl:31])[c:32]1[Cl:33])=[O:6]. Reactants: C#CCO, COC(C)(C)C, [H-], Nc1nc(F)c(C(F)(F)F)cc1Cl, [Na+]. Product: C#CCOc1nc(N)c(Cl)cc1C(F)(F)F. Reaction SMILES: [CH2:3]([C:4]#[CH:5])[OH:6].[CH3:20][O:21][C:22]([CH3:23])([CH3:24])[CH3:25].[H-:1].[NH2:7][c:8]1[n:9][c:10]([F:19])[c:11]([C:15]([F:16])([F:17])[F:18])[cH:12][c:13]1[Cl:14].[Na+:2]>>[CH2:3]([C:4]#[CH:5])[O:6][c:10]1[n:9][c:8]([NH2:7])[c:13]([Cl:14])[cH:12][c:11]1[C:15]([F:16])([F:17])[F:18]. Starting materials: COC(CC1=CC=C(C=C1)Br)=O (4-Bromophenylacetic acid methyl ester), C(#CC)O (propynol), cuprous iodide. Reagents/catalysts: C1=CC=C(C=C1)P(C2=CC=CC=C2)C3=CC=CC=C3.C1=CC=C(C=C1)P(C2=CC=CC=C2)C3=CC=CC=C3.Cl[Pd]Cl (bis (triphenylphosphine)palladium (II) chloride). Run in C(C)N(CC)CC (triethylamine). Run at temperature 65 celsius. Product: COC(CC1=CC=C(C=C1)CC#CO)=O (4-(3-Hydroxyprop-2-ynyl)phenylacetic acid methyl ester). The yield is 27.4%. RXN SMILES: [CH3:1][O:2][C:3](=[O:12])[CH2:4][C:5]1[CH:10]=[CH:9][C:8](Br)=[CH:7][CH:6]=1.[C:13]([OH:16])#[C:14][CH3:15]>C(N(CC)CC)C.C1C=CC(P(C2C=CC=CC=2)C2C=CC=CC=2)=CC=1.C1C=CC(P(C2C=CC=CC=2)C2C=CC=CC=2)=CC=1.Cl[Pd]Cl>[CH3:1][O:2][C:3](=[O:12])[CH2:4][C:5]1[CH:10]=[CH:9][C:8]([CH2:15][C:14]#[C:13][OH:16])=[CH:7][CH:6]=1 |f:3.4.5|. Reported procedure: 4-Bromophenylacetic acid methyl ester (23 g, 0.1 mol) was dissolved in dry triethylamine (80 ml) with propynol (5.82 ml, 0.1 mol). After the addition of cuprous iodide (0.3 g) and bis (triphenylphosphine)palladium (II) chloride (1 g) the reaction mixture was heated at 65° C. under nitrogen for 14 h. The solvent was evaporated under vacuum and the residue was dissolved in ethyl acetate (500 ml) and washed successively with 0.5M citric acid solution (2×200 ml), saturated sodium hydrogen carbonate ...